From a dataset of the Open Reaction Database (ORD), a public repository of structured organic reaction records. describe an organic reaction: reactants, conditions, products, and yield The reactants are O=C1CCCc2c1[nH]c1ccc(Br)cc21, Nc1ccccc1F. The product is Fc1ccccc1NC1CCCc2c1[nH]c1ccc(Br)cc21. RXN SMILES: [Br:1][c:2]1[cH:3][c:4]2[c:5]3[c:10]([nH:11][c:12]2[cH:13][cH:14]1)[C:9](=[O:15])[CH2:8][CH2:7][CH2:6]3.[NH2:16][c:17]1[cH:18][cH:19][cH:20][cH:21][c:22]1[F:23]>>[Br:1][c:2]1[cH:3][c:4]2[c:5]3[c:10]([nH:11][c:12]2[cH:13][cH:14]1)[CH:9]([NH:16][c:17]1[cH:18][cH:19][cH:20][cH:21][c:22]1[F:23])[CH2:8][CH2:7][CH2:6]3. Reactants: C1(CC1)C1=NC2=C(N1C)C=C(C=C2)N2C(C=C(C=C2)O)=O (1-(2-cyclopropyl-1-methyl-1H-benzimidazol-6-yl)-4-hydroxypyridin-2(1H)-one), S1C=C(C=C1)CO (3-thienylmethanol), C(CCC)P(CCCC)CCCC (tributylphosphine), N(=NC(=O)N1CCCCC1)C(=O)N1CCCCC1 (1,1′-(azodicarbonyl)dipiperidine). The solvent is C1CCOC1 (THF). Reaction conditions: temperature 50 celsius, time 1 hour. Yields the product C1(CC1)C1=NC2=C(N1C)C=C(C=C2)N2C(C=C(C=C2)OCC2=CSC=C2)=O (1-(2-Cyclopropyl-1-methyl-1H-benzimidazol-6-yl)-4-(3-thienylmethoxy)pyridin-2(1H)-one). RXN SMILES: [CH:1]1([C:4]2[N:8]([CH3:9])[C:7]3[CH:10]=[C:11]([N:14]4[CH:19]=[CH:18][C:17]([OH:20])=[CH:16][C:15]4=[O:21])[CH:12]=[CH:13][C:6]=3[N:5]=2)[CH2:3][CH2:2]1.[S:22]1[CH:26]=[CH:25][C:24]([CH2:27]O)=[CH:23]1.C(P(CCCC)CCCC)CCC.N(C(N1CCCCC1)=O)=NC(N1CCCCC1)=O>C1COCC1>[CH:1]1([C:4]2[N:8]([CH3:9])[C:7]3[CH:10]=[C:11]([N:14]4[CH:19]=[CH:18][C:17]([O:20][CH2:27][C:24]5[CH:25]=[CH:26][S:22][CH:23]=5)=[CH:16][C:15]4=[O:21])[CH:12]=[CH:13][C:6]=3[N:5]=2)[CH2:2][CH2:3]1. Procedure: To a solution of 1-(2-cyclopropyl-1-methyl-1H-benzimidazol-6-yl)-4-hydroxypyridin-2(1H)-one (100 mg), 3-thienylmethanol (67 μl) and tributylphosphine (258 μl) in THF (10 ml) was added 1,1′-(azodicarbonyl)dipiperidine (264 mg). The mixture was stirred under sonication at 50° C. for 1 h. The reaction mixture was then cooled to room temperature, and concentrated in vacuo. The crude residue was diluted with DCM (100 ml), and the DCM layer was washed with water (100 ml), brine (30 ml), dried over Na2... Reactants: C(C)(=O)O (acetic acid), O.NN (hydrazine monohydrate), CN(C(=O)OC)CC(=O)C1=CC=C(C=C1)Cl (2-(N-methyl-N-(methoxycarbonyl)-amino)-4′-chloroacetophenone). Solvent: C(CC)O (1-propanol). Product: CN(C(=O)OC)CC(C1=CC=C(C=C1)Cl)=NN (2-(N-methyl-N-(methoxycarbonyl)-amino)-4′-chloroacetophenone hydrazone). Yield: 70.7%. Reaction SMILES: [CH3:1][N:2]([CH2:7][C:8]([C:10]1[CH:15]=[CH:14][C:13]([Cl:16])=[CH:12][CH:11]=1)=O)[C:3]([O:5][CH3:6])=[O:4].C(O)(=O)C.O.[NH2:22][NH2:23]>C(O)CC>[CH3:1][N:2]([CH2:7][C:8](=[N:22][NH2:23])[C:10]1[CH:15]=[CH:14][C:13]([Cl:16])=[CH:12][CH:11]=1)[C:3]([O:5][CH3:6])=[O:4] |f:2.3|. Reported procedure: 101 g (418 mmol) of 2-(N-methyl-N-(methoxycarbonyl)-amino)-4′-chloroacetophenone was dissolved in 600 ml of warm 1-propanol. To this mixture was added 4.85 g (80 mmol) of acetic acid and 60.9 g (1218 mmol) of hydrazine monohydrate. The mixture was refluxed for two hours and then concentrated in vacuo. The residue was dissolved in ethyl acetate and washed with water and saturated aqueous sodium chloride. After drying over magnesium sulfate, filtering, and reconcentrating in vacuo, there was obtai... RXN SMILES: [C:1]([OH:9])(=[O:8])[C:2]1[CH:7]=[CH:6][CH:5]=[N:4][CH:3]=1.C[O-].[Na+].[N+:13]([C:16]1[CH:23]=[CH:22][C:19]([CH2:20]Br)=[CH:18][CH:17]=1)([O-:15])=[O:14]>C(OCC)(=O)C.C(=O)(O)[O-].[Na+]>[C:1]([O:9][CH2:20][C:19]1[CH:22]=[CH:23][C:16]([N+:13]([O-:15])=[O:14])=[CH:17][CH:18]=1)(=[O:8])[C:2]1[CH:7]=[CH:6][CH:5]=[N:4][CH:3]=1 |f:1.2,5.6|. The product is C(C1=CN=CC=C1)(=O)OCC1=CC=C(C=C1)[N+](=O)[O-] (p-Nitrobenzyl nicotinate). The solvent is C(C)(=O)OCC (ethyl acetate), C([O-])(O)=O.[Na+] (sodium bicarbonate). Reported procedure: A Suspension of nicotinic acid (5.00 g, 40.6 mmol) in N,N-dimethylformaide (40 ml) was treated with sodium methoxide (2.19 g, 40.6 mmol). The resulting solution was treated with p-nitrobenzylbromide (8.77 g, 40.6 mmol) and heated at 50°, After heating 16 hrs the reaction was allowed to cool to ambient temperature and diluted with ethyl acetate (100 ml) and saturated aqueous sodium bicarbonate solution and filtered. The organic fraction was separated and washed with water, brine, dried over anhyd... Starting materials: C(C1=CN=CC=C1)(=O)O (nicotinic acid), C[O-].[Na+] (sodium methoxide), [N+](=O)([O-])C1=CC=C(CBr)C=C1 (p-nitrobenzylbromide). Starting materials: C([O-])([O-])=O.[K+].[K+] (potassium carbonate), COC=1C=C(C=CC1)CCC1=C(OC[C@H]2NCCC2)C=CC=C1 ((S)-2-{2-[2-(3-methoxyphenyl)ethyl]phenoxymethyl}pyrrolidine), CI (methyl iodide). Solvent: C(C)(=O)OCC (ethyl acetate), CC(=O)N(C)C (dimethylacetamide). Conditions: time 5 minute. The product is COC=1C=C(C=CC1)CCC1=C(OC[C@H]2N(CCC2)C)C=CC=C1 ((S)-2-{2-[2-(3-Methoxyphenyl)ethyl]phenoxymethyl}-1-methylpyrrolidine). The yield is 104.5%. Reaction SMILES: [C:1](=O)([O-])[O-].[K+].[K+].[CH3:7][O:8][C:9]1[CH:10]=[C:11]([CH2:15][CH2:16][C:17]2[CH:29]=[CH:28][CH:27]=[CH:26][C:18]=2[O:19][CH2:20][C@@H:21]2[CH2:25][CH2:24][CH2:23][NH:22]2)[CH:12]=[CH:13][CH:14]=1.CI>CC(N(C)C)=O.C(OCC)(=O)C>[CH3:7][O:8][C:9]1[CH:10]=[C:11]([CH2:15][CH2:16][C:17]2[CH:29]=[CH:28][CH:27]=[CH:26][C:18]=2[O:19][CH2:20][C@@H:21]2[CH2:25][CH2:24][CH2:23][N:22]2[CH3:1])[CH:12]=[CH:13][CH:14]=1 |f:0.1.2|. Procedure details: 130 mg of potassium carbonate were added to a solution of 500 mg of (S)-2-{2-[2-(3-methoxyphenyl)ethyl]phenoxymethyl}pyrrolidine [prepared as described in Example 57(b)] in 5 ml of dimethylacetamide, and the resulting mixture was stirred at room temperature for 5 minutes, after which 288 mg of methyl iodide were added. The reaction mixture was then stirred at room temperature for 5 minutes, after which it was diluted with ethyl acetate. The diluted solution was then washed with water and with a ... The reactants are C(C)OC1=C(C=CC=C1)C=1NC(C2=C(N1)N(N=C2)CCC)=O (6-(2-Ethoxyphenyl)-1-n-propyl-1,5-dihydro-4H-pyrazolo[3,4-d]pyrimidin-4-one), ClS(=O)(=O)O (chlorosulphonic acid), ice water. Run in C(C)OCC (diethyl ether). Reaction conditions: time 14 hour. Yields the product ClS(=O)(=O)C=1C=CC(=C(C1)C=1NC(C2=C(N1)N(N=C2)CCC)=O)OCC (6-(5-Chlorosulphonyl-2-ethoxyphenyl)-1-n-propyl-1,5-dihydro-4H-pyrazolo[3,4-d]pyrimidin-4-one). The yield is 100.0%. As a reaction SMILES: [CH2:1]([O:3][C:4]1[CH:9]=[CH:8][CH:7]=[CH:6][C:5]=1[C:10]1[NH:11][C:12](=[O:22])[C:13]2[CH:18]=[N:17][N:16]([CH2:19][CH2:20][CH3:21])[C:14]=2[N:15]=1)[CH3:2].[Cl:23][S:24](O)(=[O:26])=[O:25]>C(OCC)C>[Cl:23][S:24]([C:7]1[CH:8]=[CH:9][C:4]([O:3][CH2:1][CH3:2])=[C:5]([C:10]2[NH:11][C:12](=[O:22])[C:13]3[CH:18]=[N:17][N:16]([CH2:19][CH2:20][CH3:21])[C:14]=3[N:15]=2)[CH:6]=1)(=[O:26])=[O:25]. Procedure: 6-(2-Ethoxyphenyl)-1-n-propyl-1,5-dihydro-4H-pyrazolo[3,4-d]pyrimidin-4-one (Example 1; 0.5 g, 0.0017 mol) was added portionwise to stirred chlorosulphonic acid (3 ml) at 0° C. and the resulting solution stirred at room temperature for 14 hours. The reaction mixture was then added dropwise to ice/water (20 g) and the aqueous solution thus obtained was extracted with dichloromethane (4×30 ml). The combined extracts were dried (Na2SO4) and the solvent evaporated under vacuum to give a white solid;... The reactants are C(CCC)N1C(C(=C(C2=CC=CN=C12)Cl)C1=NS(C2=C(N1)C=CC=C2)(=O)=O)=O (1-butyl-4-chloro-3-(1,1-dioxido-4H-1,2,4-benzothiadiazin-3-yl)-1,8-naphthyridin-2(1H)-one), N (ammonia), solution. Solvent: CO (methanol). Yields the product NC1=C(C(N(C2=NC=CC=C12)CCCC)=O)C1=NS(C2=C(N1)C=CC=C2)(=O)=O (4-amino-1-butyl-3-(1,1-dioxido-4H-1,2,4-benzothiadiazin-3-yl)-1,8-naphthyridin-2(1H)-one). Isolated yield 20.0%. As a reaction SMILES: [CH2:1]([N:5]1[C:14]2[C:9](=[CH:10][CH:11]=[CH:12][N:13]=2)[C:8](Cl)=[C:7]([C:16]2[NH:21][C:20]3[CH:22]=[CH:23][CH:24]=[CH:25][C:19]=3[S:18](=[O:27])(=[O:26])[N:17]=2)[C:6]1=[O:28])[CH2:2][CH2:3][CH3:4].[NH3:29]>CO>[NH2:29][C:8]1[C:9]2[C:14](=[N:13][CH:12]=[CH:11][CH:10]=2)[N:5]([CH2:1][CH2:2][CH2:3][CH3:4])[C:6](=[O:28])[C:7]=1[C:16]1[NH:21][C:20]2[CH:22]=[CH:23][CH:24]=[CH:25][C:19]=2[S:18](=[O:26])(=[O:27])[N:17]=1. Procedure: A solution of the product of Example 165 (0.10 g, 0.24 mmol) and ammonia (2 ml of a 2 M solution in methanol, 4.0 mmol) was stirred in a sealed tube at 100° C. for 2 hours, allowed to cool to room temperature. The resulting solid collected by filtration and washed with methanol (2 ml) to give the title compound as a brown solid (0.019 g, 20%). MS (ESI−) m/z 396 (M−H)−; 1H NMR (300 MHz, DMSO-d6) δ 0.94 (t, J=7.35 Hz, 3H), 1.38 (m, 2H), 1.66 (m, 2H), 4.44 (t, J=7.35 Hz, 2H), 7.48 (m, 2H), 7.55 (d,...